From a dataset of the Open Reaction Database (ORD), a public repository of structured organic reaction records. describe an organic reaction: reactants, conditions, products, and yield Reactants: C(C)OC(=O)C1=CC(=C(C=C1)C(F)(F)F)N (2-amino-α,α,α-trifluoro-p-toluic acid ethyl ester), C(C)=O (acetaldehyde), resultant mixture. The reagents and catalysts are [Pd] (palladium on carbon). Run in C(C)O (ethanol). Yields the product C(C)OC(=O)C1=CC(=C(C=C1)C(F)(F)F)NCC (2-ethylamino-α,α,α-trifluoro-p-toluic acid ethyl ester). RXN SMILES: [CH2:1]([O:3][C:4]([C:6]1[CH:11]=[CH:10][C:9]([C:12]([F:15])([F:14])[F:13])=[C:8]([NH2:16])[CH:7]=1)=[O:5])[CH3:2].[CH:17](=O)[CH3:18]>[Pd].C(O)C>[CH2:1]([O:3][C:4]([C:6]1[CH:11]=[CH:10][C:9]([C:12]([F:13])([F:15])[F:14])=[C:8]([NH:16][CH2:17][CH3:18])[CH:7]=1)=[O:5])[CH3:2]. Procedure: To 0.466 g. of 2-amino-α,α,α-trifluoro-p-toluic acid ethyl ester (prepared according to the procedure described in Example 2) predissolved in 20 ml. of anhydrous ethanol is added 5 ml. of 31% aqueous acetaldehyde and 46 mg. of 10% palladium on carbon. The resultant mixture is then hydrogenated at 60° for 18 hours. The reaction mixture is then cooled, filtered, the solvent removed, and the resultant oil is chromatographed on preparative thin layer plates to yield 2-ethylamino-α,α,α-trifluoro-p-to... The yield is 70.3%. Run in C(C)OCC (diethyl ether), C(C)OCC (diethyl ether). Product: C(C)(C)(C)C=1C=C(C=C(C1O)C(C)(C)C)C1=CC=C(C=C1)NC(=O)[C@@H]1[C@@H](CCCC1)C(=O)O (cis-2-{N-[4-(3,5-di-t-butyl-4-hydroxyphenyl)phenyl]carbamyl}cyclohexanecarboxylic Acid). Reaction conditions: time 16 hour. Procedure: To a solution of 2.97 g of 4'-amino-3,5-di-t-butyl-4-hydroxybiphenyl in 200 ml of diethyl ether was added a solution of 1.54 g (0.01 mole) of cis-1,2-cyclohexanedicarboxylic anhydride in 75 ml of diethyl ether, and the resulting solution was stirred for about 16 hours. A solid was removed by filtration, rinsed with diethyl ether and hexane and then recrystallized from a mixture of ethyl acetate and hexane to give 3.17 g of solid cis-2-{N-[4-(3,5-di-t-butyl-4-hydroxyphenyl)phenyl]carbamyl}-cycloh... The reactants are NC1=CC=C(C=C1)C1=CC(=C(C(=C1)C(C)(C)C)O)C(C)(C)C (4'-amino-3,5-di-t-butyl-4-hydroxybiphenyl), [C@@H]12[C@@H](CCCC1)C(=O)OC2=O (cis-1,2-cyclohexanedicarboxylic anhydride). Reaction SMILES: [NH2:1][C:2]1[CH:7]=[CH:6][C:5]([C:8]2[CH:13]=[C:12]([C:14]([CH3:17])([CH3:16])[CH3:15])[C:11]([OH:18])=[C:10]([C:19]([CH3:22])([CH3:21])[CH3:20])[CH:9]=2)=[CH:4][CH:3]=1.[C@@H:23]12[C:32](=[O:33])[O:31][C:29](=[O:30])[C@@H:24]1[CH2:25][CH2:26][CH2:27][CH2:28]2>C(OCC)C>[C:19]([C:10]1[CH:9]=[C:8]([C:5]2[CH:6]=[CH:7][C:2]([NH:1][C:32]([C@H:23]3[CH2:28][CH2:27][CH2:26][CH2:25][C@H:24]3[C:29]([OH:31])=[O:30])=[O:33])=[CH:3][CH:4]=2)[CH:13]=[C:12]([C:14]([CH3:15])([CH3:16])[CH3:17])[C:11]=1[OH:18])([CH3:22])([CH3:21])[CH3:20]. The reactants are C1CCOC1, CCO, COCCOCOc1cc([N+](=O)[O-])ccc1C#N. Product: COCCOCOc1cc(N)ccc1C#N. Reaction SMILES: [CH2:22]1[O:23][CH2:24][CH2:25][CH2:26]1.[CH3:19][CH2:20][OH:21].[CH3:1][O:2][CH2:3][CH2:4][O:5][CH2:6][O:7][c:8]1[c:9]([C:10]#[N:11])[cH:12][cH:13][c:14]([N+:16]([O-:17])=[O:18])[cH:15]1>>[CH3:1][O:2][CH2:3][CH2:4][O:5][CH2:6][O:7][c:8]1[c:9]([C:10]#[N:11])[cH:12][cH:13][c:14]([NH2:16])[cH:15]1. Starting materials: OCC(CNC1=CC=CC=2C(C3=CC=CC=C3C(C12)=O)=O)(C)C (1-[(3-hydroxy-2,2-dimethylpropyl)amino]anthraquinone), BrBr (bromine), O (water), CO (Methanol). The solvent is N1=CC=CC=C1 (pyridine). Reaction conditions: temperature 92.5 celsius, time 2 hour. Yields the product BrC1=CC=C(C=2C(C3=CC=CC=C3C(C12)=O)=O)NCC(CO)(C)C (4-bromo-l-[(3-hydroxy-2,2-dimethyl-propyl) amino]anthraquinone). Yield: 93.2%. Reaction SMILES: [OH:1][CH2:2][C:3]([CH3:23])([CH3:22])[CH2:4][NH:5][C:6]1[C:19]2[C:18](=[O:20])[C:17]3[C:12](=[CH:13][CH:14]=[CH:15][CH:16]=3)[C:11](=[O:21])[C:10]=2[CH:9]=[CH:8][CH:7]=1.[Br:24]Br.CO.O>N1C=CC=CC=1>[Br:24][C:9]1[C:10]2[C:11](=[O:21])[C:12]3[C:17](=[CH:16][CH:15]=[CH:14][CH:13]=3)[C:18](=[O:20])[C:19]=2[C:6]([NH:5][CH2:4][C:3]([CH3:23])([CH3:22])[CH2:2][OH:1])=[CH:7][CH:8]=1. Procedure: To a solution of 1-[(3-hydroxy-2,2-dimethylpropyl)amino]anthraquinone (88.0 g, 0.28 mol) in pyridine (400 mL) is added bromine (48.0 g, 0.30 mol) with vigorous agitation, allowing the temperature to rise to about 40° C. The reaction is completed by heating at 90 to 95° C. for 6 hours and then allowed to cool. Methanol (200 mL) is added, stirring continued for about 2 hours at room temperature and the product is then drowned into water with thorough stirring. The solids are collected by filtratio... Starting materials: CC(C)=CC(=O)Cl, Nc1cccc(CCN2CCN(c3nsc4ccccc34)CC2)c1. The product is CC(C)=CC(=O)Nc1cccc(CCN2CCN(c3nsc4ccccc34)CC2)c1. RXN SMILES: [CH3:25][C:26](=[CH:27][C:28](=[O:29])[Cl:30])[CH3:31].[s:1]1[n:2][c:3]([N:10]2[CH2:11][CH2:12][N:13]([CH2:16][CH2:17][c:18]3[cH:19][c:20]([NH2:24])[cH:21][cH:22][cH:23]3)[CH2:14][CH2:15]2)[c:4]2[c:5]1[cH:6][cH:7][cH:8][cH:9]2>>[s:1]1[n:2][c:3]([N:10]2[CH2:11][CH2:12][N:13]([CH2:16][CH2:17][c:18]3[cH:19][c:20]([NH:24][C:28]([CH:27]=[C:26]([CH3:25])[CH3:31])=[O:29])[cH:21][cH:22][cH:23]3)[CH2:14][CH2:15]2)[c:4]2[c:5]1[cH:6][cH:7][cH:8][cH:9]2. Reactants: CCOC(=O)Cl, O=C([O-])[O-], CCOC(=O)c1c(CN(CC)CC)nc2sc3c(c2c1-c1ccc(OC)c(OC)c1)CCNC3, [K+], [K+], C1CCOC1, O. Product: CCOC(=O)c1c(CN(CC)CC)nc2sc3c(c2c1-c1ccc(OC)c(OC)c1)CCN(C(=O)OCC)C3. As a reaction SMILES: [C:35]([O:36][CH2:37][CH3:38])(=[O:39])[Cl:40].[C:41](=[O:42])([O-:43])[O-:44].[CH2:1]([CH3:2])[N:3]([CH2:4][CH3:5])[CH2:6][c:7]1[c:8]([C:30](=[O:31])[O:32][CH2:33][CH3:34])[c:9](-[c:20]2[cH:21][c:22]([O:28][CH3:29])[c:23]([O:26][CH3:27])[cH:24][cH:25]2)[c:10]2[c:11]([n:12]1)[s:13][c:14]1[c:19]2[CH2:18][CH2:17][NH:16][CH2:15]1.[K+:45].[K+:46].[O:47]1[CH2:48][CH2:49][CH2:50][CH2:51]1.[OH2:52]>>[CH2:1]([CH3:2])[N:3]([CH2:4][CH3:5])[CH2:6][c:7]1[c:8]([C:30](=[O:31])[O:32][CH2:33][CH3:34])[c:9](-[c:20]2[cH:21][c:22]([O:28][CH3:29])[c:23]([O:26][CH3:27])[cH:24][cH:25]2)[c:10]2[c:11]([n:12]1)[s:13][c:14]1[c:19]2[CH2:18][CH2:17][N:16]([C:35]([O:36][CH2:37][CH3:38])=[O:39])[CH2:15]1. The product is OB1OCC2=C1C=CC(=C2)OC2=NC(=C(C#N)C(=C2)C(F)(F)F)OCCOC(C)C (6-(1-hydroxy-1,3-dihydrobenzo[c][1,2]oxaborol-5-yloxy)-2-(2-isopropoxyethoxy)-4-(trifluoromethyl)nicotinonitrile). The reactants are ClC1=C(C(=O)N)C(=CC(=N1)Cl)C(F)(F)F (2,6-dichloro-4-(trifluoromethyl)nicotinamide), C(C)(C)OCCO (2-isopropoxyethanol), B1(OCC2=C1C=CC(=C2)O)O (benzo[c][1,2]oxaborole-1,5(3H)-diol). Procedure details: This compound was prepared from 2,6-dichloro-4-(trifluoromethyl)nicotinamide (obtained from Peakdale), 2-isopropoxyethanol, and benzo[c][1,2]oxaborole-1,5(3H)-diol in a similar manner to that of D230. 1H-NMR (400 MHz, DMSO-d6) δ (ppm) 1.72-1.75 (m, 2H), 2.05 (s, 3H), 2.38 (t, J=5.4 Hz, 2H), 4.03 (t, J=5.4 Hz, 2H), 5.03 (s, 2H), 7.13 (d, J=7.8 Hz, 1H), 7.2 (s, 1H), 8.61 (s, 1H), 9.36 (s, 1H). RXN SMILES: Cl[C:2]1[N:10]=[C:9](Cl)[CH:8]=[C:7]([C:12]([F:15])([F:14])[F:13])[C:3]=1[C:4]([NH2:6])=O.[CH:16]([O:19][CH2:20][CH2:21][OH:22])([CH3:18])[CH3:17].[B:23]1([OH:33])[C:27]2[CH:28]=[CH:29][C:30]([OH:32])=[CH:31][C:26]=2[CH2:25][O:24]1>>[OH:33][B:23]1[C:27]2[CH:28]=[CH:29][C:30]([O:32][C:9]3[CH:8]=[C:7]([C:12]([F:15])([F:14])[F:13])[C:3]([C:4]#[N:6])=[C:2]([O:22][CH2:21][CH2:20][O:19][CH:16]([CH3:18])[CH3:17])[N:10]=3)=[CH:31][C:26]=2[CH2:25][O:24]1.